This data is from the Open Reaction Database (ORD), a public repository of structured organic reaction records. The task is: describe an organic reaction: reactants, conditions, products, and yield As a reaction SMILES: [C:1]([O:5][C:6]([N:8]1[CH2:13][CH2:12][N:11]([C:14]2[C:19]([C:20]([O:22]CC)=[O:21])=[CH:18][N:17]=[C:16]([C:25]([CH3:28])([CH3:27])[CH3:26])[N:15]=2)[CH2:10][CH2:9]1)=[O:7])([CH3:4])([CH3:3])[CH3:2].O[Li].O>C1COCC1.CCO.O>[C:1]([O:5][C:6]([N:8]1[CH2:9][CH2:10][N:11]([C:14]2[C:19]([C:20]([OH:22])=[O:21])=[CH:18][N:17]=[C:16]([C:25]([CH3:28])([CH3:27])[CH3:26])[N:15]=2)[CH2:12][CH2:13]1)=[O:7])([CH3:4])([CH3:3])[CH3:2] |f:1.2,3.4.5|. Starting materials: C(C)(C)(C)OC(=O)N1CCN(CC1)C1=NC(=NC=C1C(=O)OCC)C(C)(C)C (ethyl 4-(4-(tert-butoxycarbonyl)piperazin-1-yl)-2-tert-butylpyrimidine-5-carboxylate), O[Li].O (LiOH.H2O). Yield: 79.7%. Procedure details: To a stirring suspension of ethyl 4-(4-(tert-butoxycarbonyl)piperazin-1-yl)-2-tert-butylpyrimidine-5-carboxylate (0.49 g, 1.24 mmol) in 1:1:1 THF/EtOH/H2O (9 ml) at RT was added LiOH.H2O (120 mg, 4.94 mmol) and the mixture was stirred overnight at RT. The reaction mixture was checked by LC-MS and the completed reaction was concentrated to an aqueous residue, acidified (pH 3-4) with 3M HCl and the solution was extracted with EtOAc (3×). The combined organics were washed with brine (1×), dried (Mg... The solvent is C1CCOC1.CCO.O (THF EtOH H2O). Reaction conditions: time 8 hour. Yields the product desired product, C(C)(C)(C)OC(=O)N1CCN(CC1)C1=NC(=NC=C1C(=O)O)C(C)(C)C (4-(4-(tert-butoxycarbonyl)piperazin-1-yl)-2-tert-butylpyrimidine-5-carboxylic acid).